This data is from the Open Reaction Database (ORD), a public repository of structured organic reaction records. The task is: describe an organic reaction: reactants, conditions, products, and yield Isolated yield 56.9%. Product: ClC=1C=C(C=C(C1)Cl)SC1=C(C(=NN1C1=CC=CC=C1)C)C=O (5-(3,5-dichlorophenylthio)-3-methyl-1-phenyl-1H-pyrazole-4-carbaldehyde). As a reaction SMILES: Cl[C:2]1[N:6]([C:7]2[CH:12]=[CH:11][CH:10]=[CH:9][CH:8]=2)[N:5]=[C:4]([CH3:13])[C:3]=1[CH:14]=[O:15].[Cl:16][C:17]1[CH:18]=[C:19]([SH:24])[CH:20]=[C:21]([Cl:23])[CH:22]=1.C(=O)([O-])[O-].[K+].[K+]>CN(C)C=O.O>[Cl:16][C:17]1[CH:18]=[C:19]([S:24][C:2]2[N:6]([C:7]3[CH:12]=[CH:11][CH:10]=[CH:9][CH:8]=3)[N:5]=[C:4]([CH3:13])[C:3]=2[CH:14]=[O:15])[CH:20]=[C:21]([Cl:23])[CH:22]=1 |f:2.3.4|. Run in CN(C=O)C (N,N-dimethylformamide), O (water). Reactants: ClC1=C(C(=NN1C1=CC=CC=C1)C)C=O (5-chloro-3-methyl-1-phenyl-1H-pyrazole-4-carbaldehyde), ClC=1C=C(C=C(C1)Cl)S (3,5-dichlorothiophenol), C([O-])([O-])=O.[K+].[K+] (potassium carbonate). Procedure details: A solution containing 175 mg of 5-chloro-3-methyl-1-phenyl-1H-pyrazole-4-carbaldehyde, 142 mg of 3,5-dichlorothiophenol and 132 mg of potassium carbonate in 5 ml of anhydrous N,N-dimethylformamide was stirred under nitrogen at 60° C. for 2 h. The mixture was diluted with 10 ml of water and extracted three times with 8 ml of dichloromethane. The combined extracts were dried over magnesium sulphate, filtered and evaporated. The residue was purified by flash chromatography on silica gel using dichl... Reaction conditions: temperature 60 celsius, time 2 hour. Starting materials: N1C(CCCC1)CCO (2-Piperidine ethanol), [OH-].[Na+] (NaOH), ClC(=O)OCC1=CC=CC=C1 (benzyl chloroformate), [OH-].[Na+] (NaOH). The solvent is O1CCOCC1 (dioxan). Reaction conditions: temperature 0 celsius, time 18 hour. The product is C(C1=CC=CC=C1)OC(=O)N1C(CCCC1)CCO (2-(2-Hydroxyethyl)-piperidine-1-carboxylic acid benzyl ester). The yield is 94.6%. RXN SMILES: [NH:1]1[CH2:6][CH2:5][CH2:4][CH2:3][CH:2]1[CH2:7][CH2:8][OH:9].[OH-].[Na+].Cl[C:13]([O:15][CH2:16][C:17]1[CH:22]=[CH:21][CH:20]=[CH:19][CH:18]=1)=[O:14]>O1CCOCC1>[CH2:16]([O:15][C:13]([N:1]1[CH2:6][CH2:5][CH2:4][CH2:3][CH:2]1[CH2:7][CH2:8][OH:9])=[O:14])[C:17]1[CH:22]=[CH:21][CH:20]=[CH:19][CH:18]=1 |f:1.2|. Reported procedure: 2-Piperidine ethanol (39.6 ml, 0.31 mol) was dissolved in 5M aq NaOH (62 ml, 0.31 mol) and dioxan (100 ml). The mixture was cooled to 0° C. and treated with benzyl chloroformate (45.3 ml, 0.32 mol) and 5M NaOH (62 ml, 0.31 mol). Stirring was continued at room temp. for 18 hours. Dioxan was removed in vacuo and the aqueous phase extracted with ether before acidifying with 5N HCl and extracting again with ether. The organic phase was dried and evaporated in vacuo and the residue purified by chroma...